This data is from the Open Reaction Database (ORD), a public repository of structured organic reaction records. The task is: describe an organic reaction: reactants, conditions, products, and yield Reactants: OCC1=CC=NC2=CC(=CC=C12)Cl (4-Hydroxymethyl-7-chloroquinoline), [H-].[Na+] (sodium hydride), ClC1=NC=CC=C1C(F)(F)F (2-chloro-3-trifluoromethylpyridine). Solvent: C1CCOC1 (THF). Run at time 1 hour. The product is FC(C=1C(=NC=CC1)OCC1=CC=NC2=CC(=CC=C12)Cl)(F)F (4-((3-Trifluoromethyl-2-pyridinyloxy)methyl)-7-chloroquinoline). As a reaction SMILES: [OH:1][CH2:2][C:3]1[C:12]2[C:7](=[CH:8][C:9]([Cl:13])=[CH:10][CH:11]=2)[N:6]=[CH:5][CH:4]=1.[H-].[Na+].Cl[C:17]1[C:22]([C:23]([F:26])([F:25])[F:24])=[CH:21][CH:20]=[CH:19][N:18]=1>C1COCC1>[F:24][C:23]([F:26])([F:25])[C:22]1[C:17]([O:1][CH2:2][C:3]2[C:12]3[C:7](=[CH:8][C:9]([Cl:13])=[CH:10][CH:11]=3)[N:6]=[CH:5][CH:4]=2)=[N:18][CH:19]=[CH:20][CH:21]=1 |f:1.2|. Procedure: 4-Hydroxymethyl-7-chloroquinoline (0.6 g, 3.12 mmol) was dissolved with stirring in dry THF (20 mls) and sodium hydride (0.15 g, 60% dispersion in mineral oil, 3.75 mmol) added. The mixture was stirred at room temperature for one hour and 2-chloro-3-trifluoromethylpyridine (0.62 g, 3.42 mmol) added. The mixture was stirred overnight and worked up to provide the product (0.9 g, % as a tan solid, mp 125-7° C. The reactants are COC=1C=C2C(=CC=NC2=CC1OC)OC1=CC=C(N)C=C1 (4-[(6,7-Dimethoxy-4-quinolyl)oxy]aniline), ClC(Cl)(OC(OC(Cl)(Cl)Cl)=O)Cl (triphosgene), C([O-])(O)=O.[Na+] (sodium bicarbonate), C(CCCCC)O (1-hexanol). Run in C(C)N(CC)CC (triethylamine), C1(=CC=CC=C1)C (toluene), C(Cl)Cl (methylene chloride). Product: COC=1C=C2C(=CC=NC2=CC1OC)OC1=CC=C(C=C1)NC(OCCCCCC)=O (Hexyl N-{4-[(6,7-dimethoxy-4-quinolyl)oxy]phenyl}carbamate). Yield: 76.8%. As a reaction SMILES: [CH3:1][O:2][C:3]1[CH:4]=[C:5]2[C:10](=[CH:11][C:12]=1[O:13][CH3:14])[N:9]=[CH:8][CH:7]=[C:6]2[O:15][C:16]1[CH:22]=[CH:21][C:19]([NH2:20])=[CH:18][CH:17]=1.Cl[C:24](Cl)([O:26][C:27](=[O:33])OC(Cl)(Cl)Cl)Cl.[CH2:35](O)[CH2:36][CH2:37][CH2:38][CH2:39]C.C(=O)(O)[O-].[Na+]>C(Cl)Cl.C(N(CC)CC)C.C1(C)C=CC=CC=1>[CH3:1][O:2][C:3]1[CH:4]=[C:5]2[C:10](=[CH:11][C:12]=1[O:13][CH3:14])[N:9]=[CH:8][CH:7]=[C:6]2[O:15][C:16]1[CH:22]=[CH:21][C:19]([NH:20][C:27](=[O:33])[O:26][CH2:24][CH2:35][CH2:36][CH2:37][CH2:38][CH3:39])=[CH:18][CH:17]=1 |f:3.4|. Procedure details: 4-[(6,7-Dimethoxy-4-quinolyl)oxy]aniline (100 mg) was added to toluene (10 ml) and triethylamine (1 ml), and the mixture was heated under reflux to prepare a solution. A solution of triphosgene (151 mg) in methylene chloride was then added thereto, and the mixture was heated under reflux for 10 min. Next, 1-hexanol (52 mg) was added thereto, and the mixture was further stirred with heating under reflux for 3 hr. A saturated aqueous sodium bicarbonate solution was added to stop the reaction, and ... The reactants are C(C(C)C)C1N(CC2=CC=CC=C2C1)C(C(F)(F)F)=O (3-isobutyl-2-trifluoroacetyl-1,2,3,4-tetrahydroisoquinoline), [Cl-].[Al+3].[Cl-].[Cl-] (aluminum chloride), C(C)(=O)Cl (acetyl chloride). Run in C(=S)=S (carbon disulfide). Conditions: temperature 45 celsius, time 1 hour. Product: C(C)(=O)C1=CC=C2CC(N(CC2=C1)C(C(F)(F)F)=O)CC(C)C (7-acetyl-3-isobutyl-2-trifluoroacetyl-1,2,3,4-tetrahydroisoquinoline). Yield: 91.2%. As a reaction SMILES: [CH2:1]([CH:5]1[CH2:14][C:13]2[C:8](=[CH:9][CH:10]=[CH:11][CH:12]=2)[CH2:7][N:6]1[C:15](=[O:20])[C:16]([F:19])([F:18])[F:17])[CH:2]([CH3:4])[CH3:3].[Cl-].[Al+3].[Cl-].[Cl-].[C:25](Cl)(=[O:27])[CH3:26]>C(=S)=S>[C:25]([C:10]1[CH:9]=[C:8]2[C:13]([CH2:14][CH:5]([CH2:1][CH:2]([CH3:4])[CH3:3])[N:6]([C:15](=[O:20])[C:16]([F:17])([F:18])[F:19])[CH2:7]2)=[CH:12][CH:11]=1)(=[O:27])[CH3:26] |f:1.2.3.4|. Procedure details: A mixed liquid of 193 mg of 3-isobutyl-2-trifluoroacetyl-1,2,3,4-tetrahydroisoquinoline, 533 mg of aluminum chloride, and 5 mL of carbon disulfide was added 157 mg of acetyl chloride at 44° C., followed by stirring at 45° C. for 1 hour. The reaction liquid was concentrated under reduced pressure, and 2N hydrochloric acid and ice were added thereto, followed by extraction with ethyl acetate. The organic layer was washed with an aqueous sodium bicarbonate solution and then with brine, and dried ov... The reactants are C(C)(C)(C)OC(N(N1C=CC=C1)CC1=CC=C(C=C1)C(F)(F)F)=O ((4-trifluoromethyl-benzyl)-pyrrol-1-yl-carbamic acid tert-butyl ester), C(C)OC(C(C(=O)OCC)C(=O)OCC)=O (2-ethoxycarbonyl-malonic acid diethyl ester). Product: C(C)OC(=O)C1=C(C=2N(N(C1=O)CC1=CC=C(C=C1)C(F)(F)F)C=CC2)O (1-(4-Trifluoromethyl-benzyl)-4-hydroxy-2-oxo-1,2-dihydro-pyrrolo[1,2-b]pyridazine-3-carboxylic acid ethyl ester). RXN SMILES: C(O[C:6](=[O:24])[N:7]([CH2:13][C:14]1[CH:19]=[CH:18][C:17]([C:20]([F:23])([F:22])[F:21])=[CH:16][CH:15]=1)[N:8]1[CH:12]=[CH:11][CH:10]=[CH:9]1)(C)(C)C.[CH2:25]([O:27][C:28](=[O:40])[CH:29](C(OCC)=O)[C:30](OCC)=[O:31])[CH3:26]>>[CH2:25]([O:27][C:28]([C:29]1[C:6](=[O:24])[N:7]([CH2:13][C:14]2[CH:19]=[CH:18][C:17]([C:20]([F:23])([F:22])[F:21])=[CH:16][CH:15]=2)[N:8]2[CH:9]=[CH:10][CH:11]=[C:12]2[C:30]=1[OH:31])=[O:40])[CH3:26]. Procedure: Prepared according to the thermal cyclization condition used in Example 1 step c) from (4-trifluoromethyl-benzyl)-pyrrol-1-yl-carbamic acid tert-butyl ester (1.0 eq.) and 2-ethoxycarbonyl-malonic acid diethyl ester (3.0 eq.). ESI (m/z): 381 (M+H)+. The reactants are N(=O)[O-].[Na+] (sodium nitrite), C(C)(=O)[O-].[Na+] (sodium acetate), BrC1=C(N)C(=CC(=C1)C(F)(F)F)C (2-bromo-6-methyl-4-(trifluoromethyl)aniline), Cl (hydrochloric acid), CC(C)(C)S (2-methyl-2-propanethiol), CC(C)([O-])C.[K+] (potassium tert-butoxide). The solvent is O (water), C(C)O (ethanol), CS(=O)C (dimethylsulfoxide). Run at temperature 0 celsius, time 10 minute. The product is BrC=1C=C(C=C2C=NNC12)C(F)(F)F (7-Bromo-5-(trifluoromethyl)-1H-indazole). RXN SMILES: [Br:1][C:2]1[CH:8]=[C:7]([C:9]([F:12])([F:11])[F:10])[CH:6]=[C:5]([CH3:13])[C:3]=1[NH2:4].Cl.[N:15]([O-])=O.[Na+].C([O-])(=O)C.[Na+].CC(S)(C)C.CC(C)([O-])C.[K+]>O.C(O)C.CS(C)=O>[Br:1][C:2]1[CH:8]=[C:7]([C:9]([F:11])([F:10])[F:12])[CH:6]=[C:5]2[C:3]=1[NH:4][N:15]=[CH:13]2 |f:2.3,4.5,7.8|. Procedure details: To a suspension of 2-bromo-6-methyl-4-(trifluoromethyl)aniline (1 1.3 g, 44.5 mmol) in hydrochloric acid (8 M, 40 mL, 320 mmol) at −10° C. was added a solution of sodium nitrite (3.22 g, 46.7 mmol) in water (ca. 10 mL) dropwise. After 10 min, the resulting solution was neutralized by addition of solid sodium acetate. The resulting solution was added to a solution of 2-methyl-2-propanethiol (5.01 mL, 44.5 mmol) in ethanol (100 mL) at 0° C. The resulting mixture was stirred at 0° C. for 30 min. Th... Reactants: NC1=NOC2=C1C=CC=C2 (3-Aminobenzisoxazole), ClC1=C(C(=O)N=C=O)C(=CC=C1)Cl (2,6-dichlorobenzoyl isocyanate). Solvent: C(Cl)Cl (methylene chloride). Yields the product ClC1=C(C(=O)NC(=O)NC2=NOC3=C2C=CC=C3)C(=CC=C1)Cl (1-(2,6-DICHLOROBENZOYL)-3-(3-BENZISOXAZOLYL)UREA). Reaction SMILES: [NH2:1][C:2]1[C:6]2[CH:7]=[CH:8][CH:9]=[CH:10][C:5]=2[O:4][N:3]=1.[Cl:11][C:12]1[CH:22]=[CH:21][CH:20]=[C:19]([Cl:23])[C:13]=1[C:14]([N:16]=[C:17]=[O:18])=[O:15]>C(Cl)Cl>[Cl:11][C:12]1[CH:22]=[CH:21][CH:20]=[C:19]([Cl:23])[C:13]=1[C:14]([NH:16][C:17]([NH:1][C:2]1[C:6]2[CH:7]=[CH:8][CH:9]=[CH:10][C:5]=2[O:4][N:3]=1)=[O:18])=[O:15]. Procedure: 3-Aminobenzisoxazole (300 grams) and 2,6-dichlorobenzoyl isocyanate (600 grams) in 50 ml. methylene chloride were stirred at room temperature for one hour. The solvent was then evaporated and the precipitate recrystallized from ethanol. The identity of the product was determined by NMR and IR analysis, yield 500 mg., m.p.=212°-215° C. Reactants: ClC=1C(=NC(NC1C)=O)SC (5-chloro-6-methyl-4-methylthiopyrimidin-2-one), ClCC=1SC=CC1 (2-chloromethylthiophene), C([O-])([O-])=O.[K+].[K+] (potassium carbonate). Run in CN(C=O)C (N,N-dimethylformamide). Yields the product ClC=1C(=NC(N(C1C)CC=1SC=CC1)=O)SC (5-Chloro-6-methyl-4-methylthio-1-(2-thienylmethyl)pyrimidin-2-one). The yield is 13.6%. As a reaction SMILES: [Cl:1][C:2]1[C:3]([S:10][CH3:11])=[N:4][C:5](=[O:9])[NH:6][C:7]=1[CH3:8].Cl[CH2:13][C:14]1[S:15][CH:16]=[CH:17][CH:18]=1.C(=O)([O-])[O-].[K+].[K+]>CN(C)C=O>[Cl:1][C:2]1[C:3]([S:10][CH3:11])=[N:4][C:5](=[O:9])[N:6]([CH2:13][C:14]2[S:15][CH:16]=[CH:17][CH:18]=2)[C:7]=1[CH3:8] |f:2.3.4|. Procedure: A suspension of 5-chloro-6-methyl-4-methylthiopyrimidin-2-one (1.768 g), 2-chloromethylthiophene (1.505 g) and potassium carbonate (2.499 g) in dry N,N-dimethylformamide (20 ml) was stirred and heated at ca 90° C. for 30 min. The reaction mixture was evaporated to dryness and the residue was partitioned between ethyl acetate (200 ml) and water (50 ml). The organic phase was washed with brine (50 ml), dried (MgSO4) and evaporated to a brown solid. Preparative layer chromatography on silica develo... Starting materials: C1(=CC=CC=C1)CCCS (3-phenylpropyl thiol), FC1=CC=C(C=C1)C(C)=O (p-fluoroacetophenone), C([O-])([O-])=O.[K+].[K+] (potassium carbonate), CN(C=O)C (dimethylformamide). Solvent: O (water). Yields the product C1(=CC=CC=C1)CCCSC1=CC=C(C=C1)C(C)=O (p-(3-phenylpropylthio)acetophenone). As a reaction SMILES: [C:1]1([CH2:7][CH2:8][CH2:9][SH:10])[CH:6]=[CH:5][CH:4]=[CH:3][CH:2]=1.F[C:12]1[CH:17]=[CH:16][C:15]([C:18](=[O:20])[CH3:19])=[CH:14][CH:13]=1.C(=O)([O-])[O-].[K+].[K+].CN(C)C=O>O>[C:1]1([CH2:7][CH2:8][CH2:9][S:10][C:12]2[CH:17]=[CH:16][C:15]([C:18](=[O:20])[CH3:19])=[CH:14][CH:13]=2)[CH:6]=[CH:5][CH:4]=[CH:3][CH:2]=1 |f:2.3.4|. Procedure: A mixture of 174.6 grams (1.15 mole) of 3-phenylpropyl thiol, 158.8 grams (1.15 mole) of p-fluoroacetophenone and 158.8 grams (1.15 mole) of potassium carbonate in 500 ml. of dry dimethylformamide is stirred at its reflux temperature for approximately 24 hours. The reaction mixture is cooled, water added and extracted with methylene chloride. The extract is washed with water, a solution of 2 N sodium hydroxide, dried over anhydrous sodium sulfate and evaporated in vacuo. The residue is recrystal...